Dataset: the Open Reaction Database (ORD), a public repository of structured organic reaction records. Task: describe an organic reaction: reactants, conditions, products, and yield Starting materials: C(CCCC)C=1C=C(OC2=C(C=C(C=C2)NC([O-])=O)CCCCC)C=CC1 ([4-(3-Pentylphenoxy)-3-pentylphenyl]carbamate), COC(CNC)OC (N-(2,2-dimethoxyethyl)methanamine). Run in C1(=CC=CC=C1)C (toluene). Yields the product desired product, C(CCCC)C=1C=C(OC2=C(C=C(C=C2)NC(=O)N(C)CC(OC)OC)CCCCC)C=CC1 (N-[4-(3-pentylphenoxy)-3-pentylphenyl]-N'-(2,2-dimethoxyethyl)-N'-methylurea). As a reaction SMILES: [CH2:1]([C:6]1[CH:7]=[C:8]([CH:25]=[CH:26][CH:27]=1)[O:9][C:10]1[CH:15]=[CH:14][C:13]([NH:16][C:17](=O)[O-:18])=[CH:12][C:11]=1[CH2:20][CH2:21][CH2:22][CH2:23][CH3:24])[CH2:2][CH2:3][CH2:4][CH3:5].[CH3:28][O:29][CH:30]([O:34][CH3:35])[CH2:31][NH:32][CH3:33]>C1(C)C=CC=CC=1>[CH2:1]([C:6]1[CH:7]=[C:8]([CH:25]=[CH:26][CH:27]=1)[O:9][C:10]1[CH:15]=[CH:14][C:13]([NH:16][C:17]([N:32]([CH2:31][CH:30]([O:34][CH3:35])[O:29][CH3:28])[CH3:33])=[O:18])=[CH:12][C:11]=1[CH2:20][CH2:21][CH2:22][CH2:23][CH3:24])[CH2:2][CH2:3][CH2:4][CH3:5]. Reported procedure: [4-(3-Pentylphenoxy)-3-pentylphenyl]carbamate (0.1 mole) and toluene (100 ml) are charged into a glass reaction vessel fitted with a mechanical stirrer, thermometer and condenser. N-(2,2-dimethoxyethyl)methanamine (0.15 mole) is added to the vessel and the mixture is refluxed for 16 hours. Solvent is then removed by mild warming under reduced pressure to yield the desired product N-[4-(3-pentylphenoxy)-3-pentylphenyl]-N'-(2,2-dimethoxyethyl)-N'-methylurea.